From a dataset of the Open Reaction Database (ORD), a public repository of structured organic reaction records. describe an organic reaction: reactants, conditions, products, and yield RXN SMILES: [Br:1][c:2]1[cH:3][c:4]([C:8]([F:9])([F:10])[F:11])[cH:5][cH:6][cH:7]1.[CH2:23]([C:24]#[CH:25])[OH:26].[CH3:32][CH2:33][O:34][CH2:35][CH3:36].[Cu:37][I:38].[N:12]12[CH2:13][CH2:14][CH2:15][N:16]=[C:17]1[CH2:18][CH2:19][CH2:20][CH2:21][CH2:22]2.[O:27]1[CH2:28][CH2:29][CH2:30][CH2:31]1.[cH:39]1[cH:40][cH:41][c:42]([P:43]([Pd:44]([P:45]([c:46]2[cH:47][cH:48][cH:49][cH:50][cH:51]2)([c:52]2[cH:53][cH:54][cH:55][cH:56][cH:57]2)[c:58]2[cH:59][cH:60][cH:61][cH:62][cH:63]2)([P:64]([c:65]2[cH:66][cH:67][cH:68][cH:69][cH:70]2)([c:71]2[cH:72][cH:73][cH:74][cH:75][cH:76]2)[c:77]2[cH:78][cH:79][cH:80][cH:81][cH:82]2)[P:83]([c:84]2[cH:85][cH:86][cH:87][cH:88][cH:89]2)([c:90]2[cH:91][cH:92][cH:93][cH:94][cH:95]2)[c:96]2[cH:97][cH:98][cH:99][cH:100][cH:101]2)([c:102]2[cH:103][cH:104][cH:105][cH:106][cH:107]2)[c:108]2[cH:109][cH:110][cH:111][cH:112][cH:113]2)[cH:114][cH:115]1>>[c:2]1([C:25]#[C:24][CH2:23][OH:26])[cH:3][c:4]([C:8]([F:9])([F:10])[F:11])[cH:5][cH:6][cH:7]1. Starting materials: FC(F)(F)c1cccc(Br)c1, C#CCO, CCOCC, [Cu]I, C1CCC2=NCCCN2CC1, C1CCOC1, c1ccc(P(c2ccccc2)(c2ccccc2)[Pd](P(c2ccccc2)(c2ccccc2)c2ccccc2)(P(c2ccccc2)(c2ccccc2)c2ccccc2)P(c2ccccc2)(c2ccccc2)c2ccccc2)cc1. Yields the product OCC#Cc1cccc(C(F)(F)F)c1. Starting materials: C(CCC)[Sn](CCCC)(CCCC)Cl (tributylstannyl chloride), P(=O)(O)([O-])[O-].[Na+].[Na+].P(=O)(O)(O)[O-].[Na+] (disodium hydrogen phosphate sodium dihydrogen phosphate), C(CCC)[Li] (n-butyl lithium), C(C)(C)NC(C)C (diisopropylamine), C(C)OP(=O)(OCC)C1=CSC=C1P(=O)(OCC)OCC (3,4-bis(diethoxyphosphoryl)thiophene). Solvent: C1CCOC1 (THF), C1CCOC1 (THF). Run at time 1 hour. Yields the product C(CCC)[Sn](C=1SC(=C(C1P(=O)(OCC)OCC)P(=O)(OCC)OCC)[Sn](CCCC)(CCCC)CCCC)(CCCC)CCCC (2,5-bis(tributylstannyl)-3,4-bis(diethoxyphosphoryl)thiophene). The yield is 100.0%. RXN SMILES: [CH2:1]([Li])[CH2:2][CH2:3][CH3:4].C(N[CH:10]([CH3:12])[CH3:11])(C)C.[CH2:13]([O:15][P:16]([C:21]1[C:25]([P:26]([O:31][CH2:32][CH3:33])([O:28][CH2:29][CH3:30])=[O:27])=[CH:24][S:23][CH:22]=1)([O:18][CH2:19][CH3:20])=[O:17])[CH3:14].[CH2:34]([Sn:38](Cl)([CH2:43][CH2:44][CH2:45][CH3:46])[CH2:39][CH2:40][CH2:41][CH3:42])[CH2:35][CH2:36][CH3:37].P([O-])([O-])(O)=O.[Na+].[Na+].P([O-])(O)(O)=O.[Na+]>C1COCC1>[CH2:1]([Sn:38]([CH2:39][CH2:12][CH2:10][CH3:11])([CH2:34][CH2:35][CH2:36][CH3:37])[C:24]1[S:23][C:22]([Sn:38]([CH2:43][CH2:44][CH2:45][CH3:46])([CH2:39][CH2:40][CH2:41][CH3:42])[CH2:34][CH2:35][CH2:36][CH3:37])=[C:21]([P:16]([O:18][CH2:19][CH3:20])([O:15][CH2:13][CH3:14])=[O:17])[C:25]=1[P:26]([O:28][CH2:29][CH3:30])([O:31][CH2:32][CH3:33])=[O:27])[CH2:2][CH2:3][CH3:4] |f:4.5.6.7.8|. Reported procedure: Commercially available n-butyl lithium (2.6 M hexane solution, 21.0 mmols) was slowly dropped in a THF solution cooled to −78° C., of 2.14 g (21.0 mmols) of commercially available diisopropylamine. After stirring for 1 hour, a THF solution of 3.00 g (8.41 mmols) of 3,4-bis(diethoxyphosphoryl)thiophene obtained in Example 1 was added. After stirring for further 1 hour at a standing temperature, 8.20 g (25.2 mmols) of commercially available tributylstannyl chloride was dropped, followed by stirrin... The reactants are NC=1SC=C(N1)/C(/C(=O)N[C@H]1[C@@H]2N(C(=C(CS2)SCC2=CC=NC=C2)C(=O)OC(C2=CC=CC=C2)C2=CC=CC=C2)C1=O)=N/OC(C)=O (diphenylmethyl 7β-[2-(2-aminothiazol-4-yl)-2-(Z)-(acetoxyimino)acetamido]-3-[(4-pyridyl)methylthio]-3-cephem-4-carboxylate), FC(C(=O)O)(F)F (trifluoroacetic acid). The solvent is ClCCl (dichloromethane), C1(=CC=CC=C1)OC (anisole). Reaction conditions: time 2 hour. The product is NC=1SC=C(N1)/C(/C(=O)N[C@H]1[C@@H]2N(C(=C(CS2)SCC2=CC=NC=C2)C(=O)O)C1=O)=N/O (7β-[2-(2-aminothiazol-4-yl)-2-(Z)-(hydroxyimino)acetamido]-3-[(4-pyridyl)methylthio]-3-cephem-4-carboxylic acid). Yield: 17.7%. Reaction SMILES: [NH2:1][C:2]1[S:3][CH:4]=[C:5](/[C:7](=[N:44]/[O:45]C(=O)C)/[C:8]([NH:10][C@@H:11]2[C:42](=[O:43])[N:13]3[C:14]([C:26]([O:28]C(C4C=CC=CC=4)C4C=CC=CC=4)=[O:27])=[C:15]([S:18][CH2:19][C:20]4[CH:25]=[CH:24][N:23]=[CH:22][CH:21]=4)[CH2:16][S:17][C@H:12]23)=[O:9])[N:6]=1.FC(F)(F)C(O)=O>ClCCl.C1(OC)C=CC=CC=1>[NH2:1][C:2]1[S:3][CH:4]=[C:5](/[C:7](=[N:44]/[OH:45])/[C:8]([NH:10][C@@H:11]2[C:42](=[O:43])[N:13]3[C:14]([C:26]([OH:28])=[O:27])=[C:15]([S:18][CH2:19][C:20]4[CH:25]=[CH:24][N:23]=[CH:22][CH:21]=4)[CH2:16][S:17][C@H:12]23)=[O:9])[N:6]=1. Procedure details: To a suspension of diphenylmethyl 7β-[2-(2-aminothiazol-4-yl)-2-(Z)-(acetoxyimino)acetamido]-3-[(4-pyridyl)methylthio]-3-cephem-4-carboxylate (2.37 g, 3.51 m mol) in a mixture of dichloromethane (12 ml) and anisole (2.4 ml) was added trifluoroacetic acid (4.8 ml) at 5° C. and the mixture was stirred at the same temperature for 2 hours. The mixture was poured into IPE (300 ml) and the precipitates were collected by filtration, washed with IPE and dried in vacuo. The powder was suspended in a mixt... The reactants are BrCCCCOCc1ccccc1, CN(C)C=O, [H-], [Na+], O, O=Cc1ccc(O)c(O)c1. The product is O=Cc1ccc(O)c(OCCCCOCc2ccccc2)c1. Reaction SMILES: [Br:13][CH2:14][CH2:15][CH2:16][CH2:17][O:18][CH2:19][c:20]1[cH:21][cH:22][cH:23][cH:24][cH:25]1.[CH3:27][N:28]([CH3:29])[CH:30]=[O:31].[H-:11].[Na+:12].[OH2:26].[OH:1][c:2]1[cH:3][c:4]([CH:5]=[O:6])[cH:7][cH:8][c:9]1[OH:10]>>[O:1]([c:2]1[cH:3][c:4]([CH:5]=[O:6])[cH:7][cH:8][c:9]1[OH:10])[CH2:14][CH2:15][CH2:16][CH2:17][O:18][CH2:19][c:20]1[cH:21][cH:22][cH:23][cH:24][cH:25]1. Procedure: Treat 5-[4-(3-methoxy-pyridin-2-yl)-oxazol-2-yl]-pentanoic acid methyl ester with boron tribromide followed by standard hydrolysis to afford the title compound. As a reaction SMILES: C[O:2][C:3](=[O:21])[CH2:4][CH2:5][CH2:6][CH2:7][C:8]1[O:9][CH:10]=[C:11]([C:13]2[C:18]([O:19]C)=[CH:17][CH:16]=[CH:15][N:14]=2)[N:12]=1.B(Br)(Br)Br>>[OH:19][C:18]1[C:13]([C:11]2[N:12]=[C:8]([CH2:7][CH2:6][CH2:5][CH2:4][C:3]([OH:21])=[O:2])[O:9][CH:10]=2)=[N:14][CH:15]=[CH:16][CH:17]=1. Reactants: COC(CCCCC=1OC=C(N1)C1=NC=CC=C1OC)=O (5-[4-(3-methoxy-pyridin-2-yl)-oxazol-2-yl]-pentanoic acid methyl ester), B(Br)(Br)Br (boron tribromide). Product: OC=1C(=NC=CC1)C=1N=C(OC1)CCCCC(=O)O (5-[4-(3-Hydroxy-pyridin-2-yl)-oxazol-2-yl]-pentanoic acid). Reactants: CC(=O)c1sc(C)c2c1CC1C2C1(C)C, CCO, CCOCC, O=Cc1ccc(C=O)cc1, CC(C)O, Cl. Yields the product Cc1sc(C(=O)C=Cc2ccc(C=O)cc2)c2c1C1C(C2)C1(C)C. As a reaction SMILES: [CH3:1][C:2]1([CH3:15])[CH:3]2[CH:4]1[CH2:5][c:6]1[c:7]([C:12]([CH3:13])=[O:14])[s:8][c:9]([CH3:11])[c:10]12.[CH3:27][CH2:28][OH:29].[CH3:34][CH2:35][O:36][CH2:37][CH3:38].[CH:16]([c:17]1[cH:18][cH:19][c:20]([CH:21]=[O:22])[cH:23][cH:24]1)=[O:25].[CH:30]([OH:31])([CH3:32])[CH3:33].[ClH:26]>>[CH3:1][C:2]1([CH3:15])[CH:3]2[CH:4]1[CH2:5][c:6]1[c:7]([C:12]([CH:13]=[CH:16][c:17]3[cH:18][cH:19][c:20]([CH:21]=[O:22])[cH:23][cH:24]3)=[O:14])[s:8][c:9]([CH3:11])[c:10]12. Starting materials: C(C)(C)(C)OC(=O)N[C@@H](CO)C(=O)O (N-(t-butoxycarbonyl)-L-serine), ice water, [H-].[Na+] (Sodium hydride), ICC=1C=C(C(=O)OCC=C)C=CC1 (allyl 3-iodomethylbenzoate), Cl (HCl). Solvent: CN(C)C=O (DMF), hexanes, CN(C)C=O (DMF). Run at temperature 0 celsius, time 5 minute. Product: C(C=C)OC(=O)C=1C=C(COC[C@H](NC(=O)OC(C)(C)C)C(=O)O)C=CC1 (O-[3-(allyloxycarbonyl)-benzyl]-N-(t-butoxycarbonyl)-L-serine). As a reaction SMILES: [H-].[Na+].[C:3]([O:7][C:8]([NH:10][C@H:11]([C:14]([OH:16])=[O:15])[CH2:12][OH:13])=[O:9])([CH3:6])([CH3:5])[CH3:4].I[CH2:18][C:19]1[CH:20]=[C:21]([CH:28]=[CH:29][CH:30]=1)[C:22]([O:24][CH2:25][CH:26]=[CH2:27])=[O:23].Cl>CN(C=O)C>[CH2:25]([O:24][C:22]([C:21]1[CH:20]=[C:19]([CH:30]=[CH:29][CH:28]=1)[CH2:18][O:13][CH2:12][C@@H:11]([C:14]([OH:16])=[O:15])[NH:10][C:8]([O:7][C:3]([CH3:6])([CH3:4])[CH3:5])=[O:9])=[O:23])[CH:26]=[CH2:27] |f:0.1|. Reported procedure: Sodium hydride (19.4 g, 60% in mineral oil, 484.4 mmol) is washed with dry hexanes (2×30 mL) to remove the mineral oil and then suspended in anhydrous DMF (330 mL). To this suspension a solution of N-(t-butoxycarbonyl)-L-serine (45.2 g, 220.2 mmol) in DMF (110 mL) at 0° C. is added dropwise with vigorous stirring. The mixture is stirred for an additional 5 minutes at 0° C., and then at room temperature for 30 minutes. The solution is cooled back to 0° C., and a solution of allyl 3-iodomethylbenz... Reactants: C(C)(C)(C)OC(=O)N(CCNCC(=O)OCC)C1CC2=CC(=C(C=C2CC1)C#N)OC (Ethyl N-{2-[(tert-butoxycarbonyl)(6-cyano-7-methoxy-1,2,3,4-tetrahydronaphthalen-2-yl)amino]ethyl}glycinate), Cl (HCl), CCN(C(C)C)C(C)C (Hunig's Base). Run in O1CCOCC1 (dioxane). Yields the product COC=1C(=CC=2CCC(CC2C1)N1C(CNCC1)=O)C#N (3-Methoxy-6-(2-oxopiperazin-1-yl)-5,6,7,8-tetrahydronaphthalene-2-carbonitrile). As a reaction SMILES: C(OC([N:8]([CH:18]1[CH2:27][CH2:26][C:25]2[C:20](=[CH:21][C:22]([O:30][CH3:31])=[C:23]([C:28]#[N:29])[CH:24]=2)[CH2:19]1)[CH2:9][CH2:10][NH:11][CH2:12][C:13](OCC)=[O:14])=O)(C)(C)C.Cl.CCN(C(C)C)C(C)C>O1CCOCC1>[CH3:31][O:30][C:22]1[C:23]([C:28]#[N:29])=[CH:24][C:25]2[CH2:26][CH2:27][CH:18]([N:8]3[CH2:9][CH2:10][NH:11][CH2:12][C:13]3=[O:14])[CH2:19][C:20]=2[CH:21]=1. Reported procedure: To a solution of Ethyl N-{2-[(tert-butoxycarbonyl)(6-cyano-7-methoxy-1,2,3,4-tetrahydronaphthalen-2-yl)amino]ethyl}glycinate (100 mg, 0.232 mmol) in dioxane was added HCl (1.16 ml, 4.6 mmol). The mixture was allowed to stir at RT until there was no SM left. The volatiles were removed, and the residue was dissolved in EtOH (15 ml). To this solution was added Hunig's Base (0.20 ml, 1.16 mmol). The solution was sealed in a microwave tube and heated to 155° C. for 5 hours. The product was then purif... Starting materials: CC=1C=C(C2=NS(CCN2C1)(=O)=O)C(=O)OCC (ethyl 7-methyl-3,4-dihydropyrido[2,1-c][1,2,4]thiadiazine-9-carboxylate 2,2-dioxide), [OH-].[Na+] (sodium hydroxide), Cl (hydrochloric acid), O (water). Solvent: CO (methanol). Reaction conditions: time 1 hour. Product: CC=1C=C(C2=NS(CCN2C1)(=O)=O)C(=O)O (7-methyl-3,4-dihydropyrido[2,1-c][1,2,4]thiadiazine-9-carboxylic Acid 2,2-dioxide). The yield is 83.2%. As a reaction SMILES: [CH3:1][C:2]1[CH:3]=[C:4]([C:14]([O:16]CC)=[O:15])[C:5]2[N:10]([CH:11]=1)[CH2:9][CH2:8][S:7](=[O:13])(=[O:12])[N:6]=2.[OH-].[Na+].Cl.O>CO>[CH3:1][C:2]1[CH:3]=[C:4]([C:14]([OH:16])=[O:15])[C:5]2[N:10]([CH:11]=1)[CH2:9][CH2:8][S:7](=[O:12])(=[O:13])[N:6]=2 |f:1.2|. Reported procedure: To a solution of ethyl 7-methyl-3,4-dihydropyrido[2,1-c][1,2,4]thiadiazine-9-carboxylate 2,2-dioxide (106 mg) in methanol (1 mL) was added 1N aqueous sodium hydroxide solution (1 mL), and the mixture was stirred at room temperature for 1 hr. To the reaction mixture were added 1N hydrochloric acid (1.05 mL) and water (1 mL), and the resulting precipitate was collected by filtration, washed successively with water and a small amount of THF, and dried to give the title compound (79 mg) as a pale-ye...